This data is from the Open Reaction Database (ORD), a public repository of structured organic reaction records. The task is: describe an organic reaction: reactants, conditions, products, and yield The reactants are CCOC=C(C#N)C(=O)OCC, Nc1cccc([N+](=O)[O-])c1. The product is CCOC(=O)C(C#N)=CNc1cccc([N+](=O)[O-])c1. As a reaction SMILES: [CH2:11]([O:12][CH:14]=[C:15]([C:16](=[O:17])[O:18][CH2:19][CH3:20])[C:21]#[N:22])[CH3:13].[N+:1](=[O:2])([O-:3])[c:4]1[cH:5][c:6]([NH2:7])[cH:8][cH:9][cH:10]1>>[N+:1](=[O:2])([O-:3])[c:4]1[cH:5][c:6]([NH:7][CH:14]=[C:15]([C:16](=[O:17])[O:18][CH2:19][CH3:20])[C:21]#[N:22])[cH:8][cH:9][cH:10]1. The reactants are Cl.C(CCC)N1C[C@H]([C@@H](CC1)C1=CC=C(C=C1)N(C)C)COC1=CC=C(C=C1)C(F)(F)F ((+-)trans-1-butyl-4-(4-dimethylaminophenyl)-3-(4-trifluoromethylphenoxymethyl)piperidine, hydrochloride), [H-].[Na+] (NaH), FC1=CC=C(C=C1)C(F)(F)F (4-fluorobenzotrifluoride), 1-(2-methylbutyl), C(CCC)N1CC(C(CC1)C1=CC=C(C=C1)N(C)C)CO (1-Butyl-3-hydroxymethyl-4-(4-dimethylaminophenyl)piperidine). Run in CN(C)C=O (DMF). Product: Cl.CN(C1=CC=C(C=C1)[C@H]1[C@@H](CN(CC1)CC(CC)C)COC1=CC=C(C=C1)C(F)(F)F)C ((+-)trans-4-(4-dimethylaminophenyl)-1-(2-methylbutyl)-3-(4-trifluoromethylphenoxymethyl)piperidine, hydrochloride). RXN SMILES: [ClH:1].[CH2:2]([N:6]1[CH2:11][CH2:10][C@@H:9]([C:12]2[CH:17]=[CH:16][C:15]([N:18]([CH3:20])[CH3:19])=[CH:14][CH:13]=2)[C@H:8]([CH2:21][O:22][C:23]2[CH:28]=[CH:27][C:26]([C:29]([F:32])([F:31])[F:30])=[CH:25][CH:24]=2)[CH2:7]1)[CH2:3][CH2:4][CH3:5].[CH2:33](N1CCC(C2C=CC(N(C)C)=CC=2)C(CO)C1)CCC.[H-].[Na+].FC1C=CC(C(F)(F)F)=CC=1>CN(C=O)C>[ClH:1].[CH3:19][N:18]([CH3:20])[C:15]1[CH:16]=[CH:17][C:12]([C@@H:9]2[CH2:10][CH2:11][N:6]([CH2:2][CH:3]([CH3:33])[CH2:4][CH3:5])[CH2:7][C@H:8]2[CH2:21][O:22][C:23]2[CH:28]=[CH:27][C:26]([C:29]([F:32])([F:30])[F:31])=[CH:25][CH:24]=2)=[CH:13][CH:14]=1 |f:0.1,3.4,7.8|. Procedure: Was prepared as described for compound (11) from the 1-(2-methylbutyl) analogue of compound (12) (2 g), NaH (0.32 g) and 4-fluorobenzotrifluoride (2.16 g) in DMF (100 ml). 3 g crude product was purified on a silica gel column identified as compound (13) by MS and 1H NMR. M.p. 237.2°-237.6° C. Starting materials: NC=1C=C(C(N(C1)C)=O)C (5-amino-1,3-dimethylpyridin-2(1H)-one), ClC1=CC=C(C=O)C=C1 (4-chlorobenzaldehyde), O=C(C(=O)OCC)CC(C)=O (ethyl 2,4-dioxovalerate). Run in CC(=O)O (AcOH). Run at temperature 125 celsius, time 1 hour. Product: C(C)(=O)C=1C(N(C(C1O)=O)C=1C=C(C(N(C1)C)=O)C)C1=CC=C(C=C1)Cl (5-(3-acetyl-2-(4-chlorophenyl)-4-hydroxy-5-oxo-2,5-dihydro-1H-pyrrol-1-yl)-1,3-dimethylpyridin-2(1H)-one). Yield: 52.2%. RXN SMILES: [NH2:1][C:2]1[CH:3]=[C:4]([CH3:10])[C:5](=[O:9])[N:6]([CH3:8])[CH:7]=1.[Cl:11][C:12]1[CH:19]=[CH:18][C:15]([CH:16]=O)=[CH:14][CH:13]=1.[O:20]=[C:21]([CH2:27][C:28](=[O:30])[CH3:29])[C:22](OCC)=[O:23]>CC(O)=O>[C:28]([C:27]1[CH:16]([C:15]2[CH:18]=[CH:19][C:12]([Cl:11])=[CH:13][CH:14]=2)[N:1]([C:2]2[CH:3]=[C:4]([CH3:10])[C:5](=[O:9])[N:6]([CH3:8])[CH:7]=2)[C:22](=[O:23])[C:21]=1[OH:20])(=[O:30])[CH3:29]. Procedure details: A round-bottomed flask was charged 5-amino-1,3-dimethylpyridin-2(1H)-one (Step 20.2) (3 g, 21.71 mmol), 4-chlorobenzaldehyde (2.348 g, 16.70 mmol) and ethyl 2,4-dioxovalerate (3.17 g, 20.04 mmol) in AcOH (50 mL) and the reaction mixture was heated up and stirred at 125° C. for 1 hr. The reaction mixture was concentrated under reduced pressure, quenched with a saturated aq. NaHCO3 solution, extracted with EtOAc. The organic layer was discarded and the aq. phase was adjusted to pH 1-2, extracted E...